Dataset: the Open Reaction Database (ORD), a public repository of structured organic reaction records. Task: describe an organic reaction: reactants, conditions, products, and yield Reactants: FC=1C=CC(=C(C(=O)NC2=NC=C(C=C2)Cl)C1)NC(=O)C1=NC=C(C=C1)F (5-fluoro-2-[(5-fluoropyridin-2-yl)-carbonylamino]-N-(5-chloropyridin-2-yl)benzamide), CS(=O)C (DMSO), C[S-].[Na+] (sodium thiomethoxide). Run in O (water). Run at temperature 50 celsius. Product: FC=1C=CC(=C(C(=O)NC2=NC=C(C=C2)Cl)C1)NC(=O)C1=NC=C(C=C1)SC (5-Fluoro-2-[(5-methylthiopyridin-2-yl)-carbonylamino]-N-(5-chloropyridin-2-yl)benzamide). The yield is 86.0%. Reaction SMILES: [F:1][C:2]1[CH:3]=[CH:4][C:5]([NH:18][C:19]([C:21]2[CH:26]=[CH:25][C:24](F)=[CH:23][N:22]=2)=[O:20])=[C:6]([CH:17]=1)[C:7]([NH:9][C:10]1[CH:15]=[CH:14][C:13]([Cl:16])=[CH:12][N:11]=1)=[O:8].[CH3:28][S:29](C)=O.C[S-].[Na+]>O>[F:1][C:2]1[CH:3]=[CH:4][C:5]([NH:18][C:19]([C:21]2[CH:26]=[CH:25][C:24]([S:29][CH3:28])=[CH:23][N:22]=2)=[O:20])=[C:6]([CH:17]=1)[C:7]([NH:9][C:10]1[CH:15]=[CH:14][C:13]([Cl:16])=[CH:12][N:11]=1)=[O:8] |f:2.3|. Reported procedure: A mixture of 5-fluoro-2-[(5-fluoropyridin-2-yl)-carbonylamino]-N-(5-chloropyridin-2-yl)benzamide (502 mg, 1.29 mmol), DMSO (4 mL) and sodium thiomethoxide (95 mg, 1.36 mmoL) was heated to 50° C. for 18 h. The reaction was cooled, added water, filtered, and dried. The solid was triturated with CH2Cl2 and filtered to give the title compound as a white solid (461 mg, 86%). Starting materials: COC=1C(=CC(=C(C(=O)OC)C1)[N+](=O)[O-])OCCCCl (methyl 5-methoxy-4-(3-chloropropoxy)-2-nitrobenzoate). The reagents and catalysts are [Pd] (palladium/carbon). Solvent: C(=O)O (formic acid). Conditions: time 8 hour. The product is COC1=C(C=C(C(C(=O)OC)=C1)N)OCCCCl (methyl 5-methoxy-4-(3-chloropropoxy)-anthranilate). Isolated yield 86.6%. Reaction SMILES: [CH3:1][O:2][C:3]1[C:4]([O:16][CH2:17][CH2:18][CH2:19][Cl:20])=[CH:5][C:6]([N+:13]([O-])=O)=[C:7]([CH:12]=1)[C:8]([O:10][CH3:11])=[O:9]>[Pd].C(O)=O>[CH3:1][O:2][C:3]1[CH:12]=[C:7]([C:8]([O:10][CH3:11])=[O:9])[C:6]([NH2:13])=[CH:5][C:4]=1[O:16][CH2:17][CH2:18][CH2:19][Cl:20]. Reported procedure: In a 50 mL volume glass flask equipped with a stirrer, a thermometer and a reflux condenser were placed 1.01 g (3.29 mmol) of methyl 5-methoxy-4-(3-chloropropoxy)-2-nitrobenzoate (purity: 99%) obtained in Reference Example III-4, 0.5 g of 10 wt. % palladium/carbon, and 10 mL of formic acid. The reaction was carried out at 60° C. for 8 hours. After the reaction was complete, the reaction mixture was filtered. The filtrate was analyzed by high performance liquid chromatography (absolute quantitati... The reactants are ClCl (chlorine), COC1=CC=C(C=C1)C=1N=CNC1C1=CC=C(C=C1)OC (4,5-bis(4-methoxyphenyl)-1H-imidazole), C(Cl)(Cl)Cl.CO.C(C)(=O)O (chloroform methanol acetic acid). The solvent is C(Cl)(Cl)(Cl)Cl (carbon tetrachloride). The product is Cl.ClC=1NC(=C(N1)C1=CC=C(C=C1)OC)C1=CC=C(C=C1)OC (2-Chloro-4,5-bis(4-methoxyphenyl)-1H-imidazole, Hydrochloride). The yield is 100.0%. RXN SMILES: [CH3:1][O:2][C:3]1[CH:8]=[CH:7][C:6]([C:9]2[N:10]=C[NH:12][C:13]=2[C:14]2[CH:19]=[CH:18][C:17]([O:20][CH3:21])=[CH:16][CH:15]=2)=[CH:5][CH:4]=1.ClCl.[CH:24]([Cl:27])(Cl)[Cl:25].CO.C(O)(=O)C>C(Cl)(Cl)(Cl)Cl>[ClH:25].[Cl:27][C:24]1[NH:10][C:9]([C:6]2[CH:7]=[CH:8][C:3]([O:2][CH3:1])=[CH:4][CH:5]=2)=[C:13]([C:14]2[CH:15]=[CH:16][C:17]([O:20][CH3:21])=[CH:18][CH:19]=2)[N:12]=1 |f:2.3.4,6.7|. Procedure details: A suspension of 4,5-bis(4-methoxyphenyl)-1H-imidazole (10.0 g, 0.036 mol) in 200 ml of carbon tetrachloride was treated with chlorine until no starting material was evidenced by tlc (chloroform-methanol-acetic acid, 17:1:2). The resulting solid was collected by filtration, washed with carbon tetrachloride, and dried in vacuo to yield 12.5 g (100%) of the title compound, m.p. 129°-132° (dec.). Starting materials: COC(C)(C)CCC1CC(=O)CC(C)C1, CCC(C)[BH-](C(C)CC)C(C)CC, [Li+], C1CCOC1. Product: COC(C)(C)CCC1CC(C)CC(O)C1. As a reaction SMILES: [CH3:15][O:16][C:17]([CH2:18][CH2:19][CH:20]1[CH2:21][C:22](=[O:27])[CH2:23][CH:24]([CH3:26])[CH2:25]1)([CH3:28])[CH3:29].[CH:1]([BH-:2]([CH:3]([CH2:4][CH3:5])[CH3:6])[CH:7]([CH2:8][CH3:9])[CH3:10])([CH2:11][CH3:12])[CH3:13].[Li+:14].[O:30]1[CH2:31][CH2:32][CH2:33][CH2:34]1>>[CH3:15][O:16][C:17]([CH2:18][CH2:19][CH:20]1[CH2:21][CH:22]([OH:27])[CH2:23][CH:24]([CH3:26])[CH2:25]1)([CH3:28])[CH3:29].